From a dataset of the Open Reaction Database (ORD), a public repository of structured organic reaction records. describe an organic reaction: reactants, conditions, products, and yield Starting materials: NC1=NC(=C(C(=N1)OS(=O)(=O)C1=C(C=C(C=C1C)C)C)CC1=C(C=C(CN2C=NC=C2C(=O)OC)C=C1)OC)C (methyl 1-(4-((2-amino-4-(mesitylenesulfonyloxy)-6-methylpyrimidin-5-yl)methyl)-3-methoxybenzyl)-1H-imidazole-5-carboxylate), N[C@H](CCO)CCC ((s)-3-aminohexan-1-ol). Yields the product NC1=NC(=C(C(=N1)N[C@H](CCO)CCC)CC1=C(C=C(CN2C=NC=C2C(=O)OC)C=C1)OC)C ((S)-methyl 1-(4-((2-amino-4-(1-hydroxyhexan-3-ylamino)-6-methylpyrimidin-5-yl)methyl)-3-methoxybenzyl)-1H-imidazole-5-carboxylate). Isolated yield 69.0%. RXN SMILES: [NH2:1][C:2]1[N:7]=[C:6](OS(C2C(C)=CC(C)=CC=2C)(=O)=O)[C:5]([CH2:21][C:22]2[CH:37]=[CH:36][C:25]([CH2:26][N:27]3[C:31]([C:32]([O:34][CH3:35])=[O:33])=[CH:30][N:29]=[CH:28]3)=[CH:24][C:23]=2[O:38][CH3:39])=[C:4]([CH3:40])[N:3]=1.[NH2:41][C@@H:42]([CH2:46][CH2:47][CH3:48])[CH2:43][CH2:44][OH:45]>>[NH2:1][C:2]1[N:7]=[C:6]([NH:41][C@@H:42]([CH2:46][CH2:47][CH3:48])[CH2:43][CH2:44][OH:45])[C:5]([CH2:21][C:22]2[CH:37]=[CH:36][C:25]([CH2:26][N:27]3[C:31]([C:32]([O:34][CH3:35])=[O:33])=[CH:30][N:29]=[CH:28]3)=[CH:24][C:23]=2[O:38][CH3:39])=[C:4]([CH3:40])[N:3]=1. Procedure: The sub-title compound was synthesized by the method of example 1 step (viii) from the product of step (i) (90 mg) and (s)-3-aminohexan-1-ol (56 mg). The sub-title compound (53 mg) was obtained as a colourless oil; LC-MS: m/z 483. The reactants are ClC1=C2N=CN(C2=NC=N1)C (6-chloro-9-methylpurine), NC=1C(=NC(=NC1NC)C)Cl (5-amino-4-chloro-2-methyl-6-methylaminopyrimidine). Reaction conditions: time 6 hour. Product: ClC1=C2N=CN(C2=NC(=N1)C)C (6-Chloro-2,9-dimethylpurine). Yield: 97.0%. Reaction SMILES: [Cl:1][C:2]1[N:10]=[CH:9][N:8]=[C:7]2[C:3]=1[N:4]=[CH:5][N:6]2[CH3:11].N[C:13]1C(Cl)=NC(C)=NC=1NC>>[Cl:1][C:2]1[N:10]=[C:9]([CH3:13])[N:8]=[C:7]2[C:3]=1[N:4]=[CH:5][N:6]2[CH3:11]. Procedure: This was prepared in a manner similar to that described in Example 9 for 6-chloro-9-methylpurine, except that 5-amino-4-chloro-2-methyl-6-methylaminopyrimidine was used as the starting material and the reaction was carried out at 60° C. for 6 hrs. The title compound was obtained in 97% yield.